Task: describe an organic reaction: reactants, conditions, products, and yield. Dataset: the Open Reaction Database (ORD), a public repository of structured organic reaction records Starting materials: N(=O)[O-].[Na+] (Sodium nitrite), FC(C=1N=CC(=NC1)N)(F)F (5-(trifluoromethyl)-pyrazin-2-amine), ice water, ice. Solvent: S(O)(O)(=O)=O (sulfuric acid), S(O)(O)(=O)=O (sulfuric acid). Reaction conditions: time 5 minute. Yields the product FC(C=1N=CC(NC1)=O)(F)F (5-(trifluoromethyl)pyrazin-2(1H)-one). Yield: 75.9%. Reaction SMILES: N([O-])=[O:2].[Na+].[F:5][C:6]([F:15])([F:14])[C:7]1[N:8]=[CH:9][C:10](N)=[N:11][CH:12]=1>S(=O)(=O)(O)O>[F:5][C:6]([F:15])([F:14])[C:7]1[N:8]=[CH:9][C:10](=[O:2])[NH:11][CH:12]=1 |f:0.1|. Reported procedure: Concentrated sulfuric acid (2.38 mL) was stirred in an ice bath. Sodium nitrite (199 mg) was added in one portion, and the mixture was stirred for 5 minutes and allowed to warm to room temperature over 5 minutes. It was then heated to 40° C. for 10 minutes and then cooled 0° C. A solution of 5-(trifluoromethyl)-pyrazin-2-amine (313 mg) in 3.4 mL concentrated sulfuric acid was added drop-wise over 5 minutes. The reaction was allowed to stir in the ice bath for 10 minutes, then at room temperature... The reactants are CCO, CCOC(=O)Cn1c(-c2cc3c(cc2[N+](=O)[O-])OCO3)nc2ccccc21. Product: CCOC(=O)Cn1c(-c2cc3c(cc2N)OCO3)nc2ccccc21. Reaction SMILES: [CH3:28][CH2:29][OH:30].[N+:1]([O-:2])(=[O:3])[c:4]1[c:5](-[c:13]2[n:14][c:15]3[c:16]([n:17]2[CH2:18][C:19](=[O:20])[O:21][CH2:22][CH3:23])[cH:24][cH:25][cH:26][cH:27]3)[cH:6][c:7]2[c:8]([cH:12]1)[O:9][CH2:10][O:11]2>>[NH2:1][c:4]1[c:5](-[c:13]2[n:14][c:15]3[c:16]([n:17]2[CH2:18][C:19](=[O:20])[O:21][CH2:22][CH3:23])[cH:24][cH:25][cH:26][cH:27]3)[cH:6][c:7]2[c:8]([cH:12]1)[O:9][CH2:10][O:11]2. Solvent: CN(C=O)C (N,N-dimethylformamide). Conditions: temperature 0 celsius, time 60 minute. Starting materials: COC(=O)C1=CNC2=CC(=C(C=C12)Br)Cl (5-bromo-6-chloro-1H-indole-3-carboxylic acid methyl ester), [H-].[Na+] (sodium hydride), CC1=CC=C(C=C1)S(=O)(=O)Cl (4-methylbenzenesulphonyl chloride). Reported procedure: To a solution of 5-bromo-6-chloro-1H-indole-3-carboxylic acid methyl ester (80.0 g, 277 mmol) in N,N-dimethylformamide (600 mL) at 0° C. was added sodium hydride (60% dispersion in oil, 16.6 g, 416 mmol) portion-wise over 20 minutes. The reaction was stirred at 0° C. for 60 minutes followed by the addition of 4-methylbenzenesulphonyl chloride (63.4 g, 333 mmol), which was added portion-wise to the stirring solution. The reaction was allowed to stir for 2 hours at 0° C. and the ice bath was remov... Yield: 88.6%. As a reaction SMILES: [CH3:1][O:2][C:3]([C:5]1[C:13]2[C:8](=[CH:9][C:10]([Cl:15])=[C:11]([Br:14])[CH:12]=2)[NH:7][CH:6]=1)=[O:4].[H-].[Na+].[CH3:18][C:19]1[CH:24]=[CH:23][C:22]([S:25](Cl)(=[O:27])=[O:26])=[CH:21][CH:20]=1>CN(C)C=O>[CH3:1][O:2][C:3]([C:5]1[C:13]2[C:8](=[CH:9][C:10]([Cl:15])=[C:11]([Br:14])[CH:12]=2)[N:7]([S:25]([C:22]2[CH:23]=[CH:24][C:19]([CH3:18])=[CH:20][CH:21]=2)(=[O:27])=[O:26])[CH:6]=1)=[O:4] |f:1.2|. Yields the product COC(=O)C1=CN(C2=CC(=C(C=C12)Br)Cl)S(=O)(=O)C1=CC=C(C=C1)C (5-bromo-6-chloro-1-(toluene-4-sulfonyl)-1H-indole-3-carboxylic acid methyl ester). The reactants are N1=C(C=CC=C1)CCNC(C1=CC=C(C=C1)OCCCCCCCCCCCCCC)=O (N-[2-(2-Pyridinyl)ethyl]-4-(tetradecyloxy)benzamide), CI (methyl iodide). Product: [I-].C[N+]1=C(C=CC=C1)CCNC(C1=CC=C(C=C1)OCCCCCCCCCCCCCC)=O (1-Methyl-2-[2-[[4-(tetradecyloxy)benzoyl]amino]ethyl]pyridinium iodide). Isolated yield 90.7%. As a reaction SMILES: [N:1]1[CH:6]=[CH:5][CH:4]=[CH:3][C:2]=1[CH2:7][CH2:8][NH:9][C:10](=[O:32])[C:11]1[CH:16]=[CH:15][C:14]([O:17][CH2:18][CH2:19][CH2:20][CH2:21][CH2:22][CH2:23][CH2:24][CH2:25][CH2:26][CH2:27][CH2:28][CH2:29][CH2:30][CH3:31])=[CH:13][CH:12]=1.[CH3:33][I:34]>>[I-:34].[CH3:33][N+:1]1[CH:6]=[CH:5][CH:4]=[CH:3][C:2]=1[CH2:7][CH2:8][NH:9][C:10](=[O:32])[C:11]1[CH:12]=[CH:13][C:14]([O:17][CH2:18][CH2:19][CH2:20][CH2:21][CH2:22][CH2:23][CH2:24][CH2:25][CH2:26][CH2:27][CH2:28][CH2:29][CH2:30][CH3:31])=[CH:15][CH:16]=1 |f:2.3|. Reported procedure: The title compound is prepared by the procedure of Example 28 using 0.750 g of product from Example 58 and 12.13 g of methyl iodide. The residue is recrystallized from methyl alcohol to give 0.90 g of the desired product as colorless needles. Reactants: ClC1=C(C=NC2=CC(=C(C=C12)OC)OC)C#N (4-chloro-6,7-dimethoxy-3-quinolinecarbonitrile), CC(=O)C1=CC(=CC=C1)N (3-aminoacetophenone). Product: C(C)(=O)C=1C=C(C=CC1)NC1=C(C=NC2=CC(=C(C=C12)OC)OC)C#N (4(3-acetylphenylamino)-6,7-dimethoxy-3-quinolinecarbonitrile). As a reaction SMILES: Cl[C:2]1[C:11]2[C:6](=[CH:7][C:8]([O:14][CH3:15])=[C:9]([O:12][CH3:13])[CH:10]=2)[N:5]=[CH:4][C:3]=1[C:16]#[N:17].[CH3:18][C:19]([C:21]1[CH:26]=[CH:25][CH:24]=[C:23]([NH2:27])[CH:22]=1)=[O:20]>>[C:19]([C:21]1[CH:22]=[C:23]([NH:27][C:2]2[C:11]3[C:6](=[CH:7][C:8]([O:14][CH3:15])=[C:9]([O:12][CH3:13])[CH:10]=3)[N:5]=[CH:4][C:3]=2[C:16]#[N:17])[CH:24]=[CH:25][CH:26]=1)(=[O:20])[CH3:18]. Reported procedure: In the manner of Example 274 reaction of 4-chloro-6,7-dimethoxy-3-quinolinecarbonitrile with 3-aminoacetophenone gave the tide compound as a tan solid, mp 204-206° C. Starting materials: [H][H] (hydrogen), C(C1=CC=CC=C1)OC(CN(C1CCCCC1)C([C@@H](N(S(=O)(=O)C1=CC2=CC(=C(C=C2C=C1)OC)OC)[N+](=O)[O-])CCCNC(N)=N)=O)=O (nitro-N2 -(6,7-dimethoxy-2-naphthalenesulfonyl)-L-arginyl-N-cyclohexylglycine benzyl ester), C(C)(=O)O (acetic acid). Reagents/catalysts: [Pd] (palladium-black). Run in C(C)O (ethanol), C(C)O (ethanol). Yields the product N#N.COC=1C=C2C=CC(=CC2=CC1OC)S(=O)(=O)N[C@@H](CCCNC(N)=N)C(=O)N(CC(=O)O)C1CCCCC1 (N2 (6,7-dimethoxy-2-naphthalenesulfonyl)-L-arginyl-N-cyclohexylglycine). The yield is 68.0%. Reaction SMILES: C([O:8][C:9](=[O:49])[CH2:10][N:11]([C:18](=[O:48])[C@H:19]([CH2:41][CH2:42][CH2:43][NH:44][C:45](=[NH:47])[NH2:46])[N:20]([N+:38]([O-])=O)[S:21]([C:24]1[CH:33]=[CH:32][C:31]2[C:26](=[CH:27][C:28]([O:36][CH3:37])=[C:29]([O:34][CH3:35])[CH:30]=2)[CH:25]=1)(=[O:23])=[O:22])[CH:12]1[CH2:17][CH2:16][CH2:15][CH2:14][CH2:13]1)C1C=CC=CC=1.C(O)(=O)C.[H][H]>C(O)C.[Pd]>[N:20]#[N:38].[CH3:35][O:34][C:29]1[CH:30]=[C:31]2[C:26](=[CH:27][C:28]=1[O:36][CH3:37])[CH:25]=[C:24]([S:21]([NH:20][C@H:19]([C:18]([N:11]([CH:12]1[CH2:17][CH2:16][CH2:15][CH2:14][CH2:13]1)[CH2:10][C:9]([OH:49])=[O:8])=[O:48])[CH2:41][CH2:42][CH2:43][NH:44][C:45](=[NH:46])[NH2:47])(=[O:22])=[O:23])[CH:33]=[CH:32]2 |f:5.6|. Procedure: To a solution of 3.00 of NG -nitro-N2 -(6,7-dimethoxy-2-naphthalenesulfonyl)-L-arginyl-N-cyclohexylglycine benzyl ester in 50 ml of ethanol and 0.5 ml of acetic acid was added 0.5 g of palladium-black and then the mixture was shaken in a hydrogen atmosphere for 100 hours at room temperature. At the end of this period, the ethanol solution was filtred to remove the catalyst and evaporated to dryness. The residue was washed several times with dry diethyl ether and chromatographed on 80 ml of Daiai...